From a dataset of the Open Reaction Database (ORD), a public repository of structured organic reaction records. describe an organic reaction: reactants, conditions, products, and yield Starting materials: BrC=1C=NC=2N(C1)C=C(N2)CC=2C=C1C=CC=NC1=CC2 (6-(6-bromo-imidazo[1,2-a]pyrimidin-2-ylmethyl)quinoline), ClC(C=O)CC=1C=C2C=CC=NC2=CC1 (2-chloro-3-(quinolin-6-yl)propanal), BrC=1C=NC(=NC1)N (5-bromopyrimidin-2-amine). Run in CC(C)(CC)O (2-methyl-butan-2-ol). Product: BrC=1C=NC=2N(C1)C(=CN2)CC=2C=C1C=CC=NC1=CC2 (6-((6-Bromoimidazo[1,2-a]pyrimidin-3-yl)methyl)quinoline). RXN SMILES: ClC(CC1C=C2C(=CC=1)N=CC=C2)C=O.BrC1C=NC(N)=NC=1.[Br:24][C:25]1[CH:26]=[N:27][C:28]2[N:29]([CH:31]=[C:32]([CH2:34][C:35]3[CH:36]=[C:37]4[C:42](=[CH:43][CH:44]=3)[N:41]=[CH:40][CH:39]=[CH:38]4)[N:33]=2)[CH:30]=1>CC(O)(CC)C>[Br:24][C:25]1[CH:26]=[N:27][C:28]2[N:33]([C:32]([CH2:34][C:35]3[CH:36]=[C:37]4[C:42](=[CH:43][CH:44]=3)[N:41]=[CH:40][CH:39]=[CH:38]4)=[CH:31][N:29]=2)[CH:30]=1. Procedure: A solution of 2-chloro-3-(quinolin-6-yl)propanal (1.0 g, 2.54 mmol) and 5-bromopyrimidin-2-amine (0.53 g, 3.05 mmol) in 2-methyl-butan-2-ol (10 mL) was stirred at 135° C. for 12 h. After cooling, the solvent was removed in vacuo and the residue was purified by flash chromatography in silica gel eluting with a CH2Cl2/MeOH gradient to afford a mixture of the title compound and 6-(6-bromo-imidazo[1,2-a]pyrimidin-2-ylmethyl)quinoline (250 mg, 29%) as brown solid. LCMS (method E): [MH]+=339/341, tR=3... Reactants: C(CCC)OC(=O)C1=C(C2=C(C(=N1)O)C(=CS2)C2=CC=C(C=C2)F)O (3-(4-Fluoro-phenyl)-4,7-dihydroxy-thieno[3,2-c]pyridine-6-carboxylic acid butyl ester), P(=O)(Br)(Br)Br (Phosphorous oxybromide). Solvent: C1(=CC=CC=C1)C (toluene), C(C)(=O)OCC (ethyl acetate), C([O-])(O)=O.[Na+] (sodium bicarbonate). Reaction conditions: temperature 120 celsius, time 15 minute. Product: C(CCC)OC(=O)C1=C(C2=C(C(=N1)Br)C(=CS2)C2=CC=C(C=C2)F)O (4-Bromo-3-(4-fluoro-phenyl)-7-hydroxy-thieno[3,2-c]pyridine-6-carboxylic acid butyl ester). Isolated yield 55.9%. As a reaction SMILES: [CH2:1]([O:5][C:6]([C:8]1[N:13]=[C:12](O)[C:11]2[C:15]([C:18]3[CH:23]=[CH:22][C:21]([F:24])=[CH:20][CH:19]=3)=[CH:16][S:17][C:10]=2[C:9]=1[OH:25])=[O:7])[CH2:2][CH2:3][CH3:4].P(Br)(Br)([Br:28])=O>C1(C)C=CC=CC=1.C(OCC)(=O)C.C(=O)(O)[O-].[Na+]>[CH2:1]([O:5][C:6]([C:8]1[N:13]=[C:12]([Br:28])[C:11]2[C:15]([C:18]3[CH:23]=[CH:22][C:21]([F:24])=[CH:20][CH:19]=3)=[CH:16][S:17][C:10]=2[C:9]=1[OH:25])=[O:7])[CH2:2][CH2:3][CH3:4] |f:4.5|. Procedure details: 3-(4-Fluoro-phenyl)-4,7-dihydroxy-thieno[3,2-c]pyridine-6-carboxylic acid butyl ester (77.9 mg, 0.216 mmol), example 30-f, was suspended in 1.1 mL of anhydrous toluene. Phosphorous oxybromide (0.155 g, 0.539 mmol) was added, and the reaction mixture was heated at 120° C. for 20 min. using a CEM microwave reactor (CEM, Matthews, N.C.). The reaction mixture was diluted with ethyl acetate, and saturated sodium bicarbonate solution was then added. The biphasic mixture was stirred for 15 min. and sep... Starting materials: CCOC(=O)c1ncc2[nH]c3cccc(Oc4ccccc4)c3c2c1COC, Cl, [Na+], [OH-]. Product: COCc1c(C(=O)O)ncc2[nH]c3cccc(Oc4ccccc4)c3c12. Reaction SMILES: [CH2:1]([CH3:2])[O:3][C:4](=[O:5])[c:6]1[n:7][cH:8][c:9]2[nH:10][c:11]3[cH:12][cH:13][cH:14][c:15]([O:22][c:23]4[cH:24][cH:25][cH:26][cH:27][cH:28]4)[c:16]3[c:17]2[c:18]1[CH2:19][O:20][CH3:21].[ClH:29].[Na+:31].[OH-:30]>>[O:3]=[C:4]([OH:5])[c:6]1[n:7][cH:8][c:9]2[nH:10][c:11]3[cH:12][cH:13][cH:14][c:15]([O:22][c:23]4[cH:24][cH:25][cH:26][cH:27][cH:28]4)[c:16]3[c:17]2[c:18]1[CH2:19][O:20][CH3:21]. The reactants are Br[C@@]12[C@]3(C=CC(C=C3[C@H](C[C@H]1[C@@H]1C[C@H]([C@H](C(COC(C(C)(C)C)=O)=O)[C@]1(C[C@@H]2O)C)C)F)=O)C (9α-bromo-6α-fluoro-11β-hydroxy-16α-methyl-21-trimethylacetoxy-1,4-pregnadiene-3,20-dione). Run in C(Cl)Cl (methylene chloride). Conditions: temperature 242 celsius, time 15 minute. The product is F[C@H]1C[C@H]2[C@@H]3C[C@H]([C@H](C(COC(C(C)(C)C)=O)=O)[C@]3(CC([C@@H]2[C@]2(C=CC(C=C12)=O)C)=O)C)C (6α-fluoro-16α-methyl-21-trimethylacetoxy-1,4-pregnadiene-3,11,20-trione). Isolated yield 72.2%. Reaction SMILES: Br[C@:2]12[C@@H:28]([OH:29])[CH2:27][C@@:26]3([CH3:30])[C@@H:12]([CH2:13][C@@H:14]([CH3:31])[C@@H:15]3[C:16](=[O:25])[CH2:17][O:18][C:19](=[O:24])[C:20]([CH3:23])([CH3:22])[CH3:21])[C@@H:11]1[CH2:10][C@H:9]([F:32])[C:8]1[C@:3]2([CH3:34])[CH:4]=[CH:5][C:6](=[O:33])[CH:7]=1>C(Cl)Cl>[F:32][C@@H:9]1[C:8]2[C@:3]([CH3:34])([CH:4]=[CH:5][C:6](=[O:33])[CH:7]=2)[C@@H:2]2[C@H:11]([C@H:12]3[C@:26]([CH3:30])([CH2:27][C:28]2=[O:29])[C@@H:15]([C:16](=[O:25])[CH2:17][O:18][C:19](=[O:24])[C:20]([CH3:22])([CH3:23])[CH3:21])[C@H:14]([CH3:31])[CH2:13]3)[CH2:10]1. Reported procedure: 1.5 g of 9α-bromo-6α-fluoro-11β-hydroxy-16α-methyl-21-trimethylacetoxy-1,4-pregnadiene-3,20-dione is introduced at 220° C. into 20 ml of "Marlotherm" S and heated to boiling for 15 minutes under a vacuum of 19 mm Hg [bp19 =242° C⟧ After cooling, the mixture is diluted with methylene chloride and chromatographed on silica gel, thus obtaining 920 mg of 6α-fluoro-16α-methyl-21-trimethylacetoxy-1,4-pregnadiene-3,11,20-trione, mp 226°-227° C. Reaction SMILES: [CH2:2]([O:3][C:5](=[O:6])[C:7]1([CH3:26])[C:8](=[O:25])[NH:9][c:10]2[cH:11][c:12]3[c:13]([n:14][c:15](-[c:17]4[cH:18][cH:19][n:20][cH:21][cH:22]4)[nH:16]3)[cH:23][c:24]21)[CH3:4].[CH3:27][CH2:28][OH:29].[CH3:33][OH:34].[ClH:1].[NH2:31][NH2:32].[OH2:30]>>[C:5](=[O:6])([C:7]1([CH3:26])[C:8](=[O:25])[NH:9][c:10]2[cH:11][c:12]3[c:13]([n:14][c:15](-[c:17]4[cH:18][cH:19][n:20][cH:21][cH:22]4)[nH:16]3)[cH:23][c:24]21)[NH:31][NH2:32]. Starting materials: CCOC(=O)C1(C)C(=O)Nc2cc3[nH]c(-c4ccncc4)nc3cc21, CCO, CO, Cl, NN, O. Product: CC1(C(=O)NN)C(=O)Nc2cc3[nH]c(-c4ccncc4)nc3cc21.